Task: describe an organic reaction: reactants, conditions, products, and yield. Dataset: the Open Reaction Database (ORD), a public repository of structured organic reaction records The reactants are [BH4-], O=C1COC2CCCCC2N1Cc1ccccc1, CO, C[Si](C)(C)Cl, [K+], [Li+], C1CCOC1, [OH-]. The product is c1ccc(CN2CCOC3CCCCC32)cc1. As a reaction SMILES: [BH4-:6].[CH2:8]([c:9]1[cH:10][cH:11][cH:12][cH:13][cH:14]1)[N:15]1[C:16](=[O:25])[CH2:17][O:18][CH:19]2[CH:20]1[CH2:21][CH2:22][CH2:23][CH2:24]2.[CH3:33][OH:34].[Cl:1][Si:2]([CH3:3])([CH3:4])[CH3:5].[K+:27].[Li+:7].[O:28]1[CH2:29][CH2:30][CH2:31][CH2:32]1.[OH-:26]>>[CH2:8]([c:9]1[cH:10][cH:11][cH:12][cH:13][cH:14]1)[N:15]1[CH2:16][CH2:17][O:18][CH:19]2[CH:20]1[CH2:21][CH2:22][CH2:23][CH2:24]2. Conditions: temperature 155 celsius, time 8 hour. As a reaction SMILES: [CH2:1]([CH2:5][C:6](=O)[CH3:7])[C:2]([CH3:4])=O.[NH2:9][C:10]1[CH:15]=[CH:14][CH:13]=[CH:12][C:11]=1[CH2:16][C:17]#[N:18].C1(C)C=CC(S(O)(=O)=O)=CC=1>C1(C)C=CC=CC=1.C1(C)C=CC(S(O)(=O)=O)=CC=1>[CH3:4][C:2]1[N:9]([C:10]2[CH:15]=[CH:14][CH:13]=[CH:12][C:11]=2[CH2:16][C:17]#[N:18])[C:6]([CH3:7])=[CH:5][CH:1]=1. Procedure details: p-Toluenesulfonic acid (2 mg, 0.16 mmol) and acetonylacetone (2.14 g, 18.7 mmol) were added sequentially to a solution of 2-aminophenylacetonitrile (2.06 g, 15.6 mmol) in toluene (30 mL). The reaction mixture was heated in an oil bath at 155° C. for 1 hour and then allowed to stand at ambient temperature overnight. Acetonylacetone (0.5 mL) and a small amount of p-toluenesulfonic acid were added and the reaction mixture was heated at reflux for 4 hours. The toluene layer was washed sequentially w... The solvent is C1(=CC=CC=C1)C (toluene). Yield: 102.1%. Starting materials: C(C(=O)C)CC(C)=O (acetonylacetone), NC1=C(C=CC=C1)CC#N (2-aminophenylacetonitrile), C(C(=O)C)CC(C)=O (Acetonylacetone), C1(=CC=C(C=C1)S(=O)(=O)O)C (p-toluenesulfonic acid). Product: CC=1N(C(=CC1)C)C1=C(C=CC=C1)CC#N (2-(2,5-dimethylpyrrol-1-yl)phenylacetonitrile). The reagents and catalysts are C1(=CC=C(C=C1)S(=O)(=O)O)C (p-Toluenesulfonic acid). Reactants: OC(C)(C=1C=NC=CC1)C=1C=C2C=CC(=CC2=CC1)C(=O)OC (methyl 6-[1-hydroxy-1-(3-pyridyl)ethyl]-2-naphthoate), C1(=CC=CC=C1)P(C1=CC=CC=C1)C1=CC=CC=C1 (triphenylphosphine). Solvent: ClC(Cl)(Cl)Cl (tetrachloromethane). The product is N1=CC(=CC=C1)C(=C)C=1C=C2C=CC(=CC2=CC1)C(=O)OC (methyl 6-[1-(3-pyridyl)ethenyl]-2-naphthoate). Yield: 86.4%. Reaction SMILES: O[C:2]([C:10]1[CH:11]=[C:12]2[C:17](=[CH:18][CH:19]=1)[CH:16]=[C:15]([C:20]([O:22][CH3:23])=[O:21])[CH:14]=[CH:13]2)([C:4]1[CH:5]=[N:6][CH:7]=[CH:8][CH:9]=1)[CH3:3].C1(P(C2C=CC=CC=2)C2C=CC=CC=2)C=CC=CC=1>ClC(Cl)(Cl)Cl>[N:6]1[CH:7]=[CH:8][CH:9]=[C:4]([C:2]([C:10]2[CH:11]=[C:12]3[C:17](=[CH:18][CH:19]=2)[CH:16]=[C:15]([C:20]([O:22][CH3:23])=[O:21])[CH:14]=[CH:13]3)=[CH2:3])[CH:5]=1. Procedure: 0.3 g (1 mmol) of methyl 6-[1-hydroxy-1-(3-pyridyl)ethyl]-2-naphthoate and 0.68 g (2.6 mmol) of triphenylphosphine in 3 ml of tetrachloromethane are heated under reflux for 9 hours. After evaporation, the residue is taken up in 4 N HCL, and triphenylphosphine and triphenylphosphine oxide are extracted with ethyl acetate. The aqueous phase is then neutralized with sodium bicarbonate. After extraction with ethyl acetate, and drying and evaporation of the ethyl acetate phase in vacuo, 0.25 g (86%) ... The reactants are CI, COC(=O)C1CN=CNC1, Cl, [H-], [Na+], CN(C)C=O. The product is COC(=O)C1CN=CN(C)C1. As a reaction SMILES: [CH3:14][I:15].[CH3:2][O:3][C:4](=[O:5])[CH:6]1[CH2:7][N:8]=[CH:9][NH:10][CH2:11]1.[ClH:1].[H-:13].[Na+:12].[O:16]=[CH:17][N:18]([CH3:19])[CH3:20]>>[CH3:2][O:3][C:4](=[O:5])[CH:6]1[CH2:7][N:8]([CH3:14])[CH:9]=[N:10][CH2:11]1. The reactants are CON(C(=O)C1=CC2=C(N1)C(=C(S2)C)N(S(=O)(=O)C=2SC=CC2)C)C (N-methoxy-N,2-dimethyl-3-[methyl(2-thienylsulfonyl)amino]-4H-thieno[3,2-b]pyrrole-5-carboxamide), [H-].[Na+] (sodium hydride), O (Water), COCCl (Chloromethyl methyl ether). Procedure details: To a solution of N-methoxy-N,2-dimethyl-3-[methyl(2-thienylsulfonyl)amino]-4H-thieno[3,2-b]pyrrole-5-carboxamide (230 mg) in N,N-dimethylformamide (5 mL) was added sodium hydride (60%, oily, 25 mg), and the mixture was stirred at room temperature for 30 min. Chloromethyl methyl ether (51 mg) was added to the reaction mixture, and the mixture was stirred at room temperature overnight. Water was added to the reaction mixture, and the mixture was extracted with ethyl acetate. The ethyl acetate laye... Run at time 30 minute. Isolated yield 27.0%. Reaction SMILES: CON(C)[C:4]([C:6]1[NH:10][C:9]2[C:11]([N:15]([CH3:24])[S:16]([C:19]3[S:20][CH:21]=[CH:22][CH:23]=3)(=[O:18])=[O:17])=[C:12]([CH3:14])[S:13][C:8]=2[CH:7]=1)=[O:5].[H-].[Na+].[CH3:28]OCCl.O>CN(C)C=O>[C:4]([C:6]1[NH:10][C:9]2[C:11]([N:15]([CH3:24])[S:16]([C:19]3[S:20][CH:21]=[CH:22][CH:23]=3)(=[O:17])=[O:18])=[C:12]([CH3:14])[S:13][C:8]=2[CH:7]=1)(=[O:5])[CH3:28] |f:1.2|. The product is C(C)(=O)C1=CC2=C(N1)C(=C(S2)C)N(S(=O)(=O)C=2SC=CC2)C (N-(5-acetyl-2-methyl-4H-thieno[3,2-b]pyrrol-3-yl)-N-methylthiophene-2-sulfonamide). The solvent is CN(C=O)C (N,N-dimethylformamide). Reactants: N1N=C(C=C1)C1=CC=C(C=C1)C(=O)N1CC=2N(CC3=C1C=CC=C3)C=CC2 ([4-(1H-pyrazol-3-yl)-phenyl]-(5H,11H-pyrrolo[2,1-c][1,4]benzodiazepin-10-yl)-methanone), FC(C1=CC=C(C=C1)C=1C(=CC=CC1)C(=O)Cl)(F)F (4′-trifluoromethyl-2-biphenylcarbonyl chloride). Solvent: N1=CC=CC=C1 (pyridine). Product: FC(C1=CC=C(C=C1)C=1C(=CC=CC1)C(=O)N1N=C(C=C1)C1=CC=C(C=C1)C(=O)N1CC=2N(CC3=C1C=CC=C3)C=CC2)(F)F ({4-[1-(4′-Trifluoromethyl-biphenyl-2-carbonyl)-1H-pyrazol-3-yl]-phenyl}-(5H,11H-pyrrolo[2,1-c][1,4]benzodiazepin-10-yl)-methanone). Yield: 48.9%. Reaction SMILES: [NH:1]1[CH:5]=[CH:4][C:3]([C:6]2[CH:11]=[CH:10][C:9]([C:12]([N:14]3[C:20]4[CH:21]=[CH:22][CH:23]=[CH:24][C:19]=4[CH2:18][N:17]4[CH:25]=[CH:26][CH:27]=[C:16]4[CH2:15]3)=[O:13])=[CH:8][CH:7]=2)=[N:2]1.[F:28][C:29]([F:46])([F:45])[C:30]1[CH:35]=[CH:34][C:33]([C:36]2[C:37]([C:42](Cl)=[O:43])=[CH:38][CH:39]=[CH:40][CH:41]=2)=[CH:32][CH:31]=1>N1C=CC=CC=1>[F:28][C:29]([F:45])([F:46])[C:30]1[CH:31]=[CH:32][C:33]([C:36]2[C:37]([C:42]([N:1]3[CH:5]=[CH:4][C:3]([C:6]4[CH:11]=[CH:10][C:9]([C:12]([N:14]5[C:20]6[CH:21]=[CH:22][CH:23]=[CH:24][C:19]=6[CH2:18][N:17]6[CH:25]=[CH:26][CH:27]=[C:16]6[CH2:15]5)=[O:13])=[CH:8][CH:7]=4)=[N:2]3)=[O:43])=[CH:38][CH:39]=[CH:40][CH:41]=2)=[CH:34][CH:35]=1. Procedure: In the manner of Example 32, employing [4-(1H-pyrazol-3-yl)-phenyl]-(5H,11H-pyrrolo[2,1-c][1,4]benzodiazepin-10-yl)-methanone (0.71 g) in dry pyridine (20 ml) and 4′-trifluoromethyl-2-biphenylcarbonyl chloride (0.71 g), the title compound (0.59 g) was obtained as an amorphous solid, MS, m/z: 602 (M)+. The reactants are CC(C)=O, Cn1c(C(F)(F)F)ccc(-c2c(F)cc(Cl)c3oc(C=O)cc23)c1=O, O. Yields the product Cn1c(C(F)(F)F)ccc(-c2c(F)cc(Cl)c3oc(C(=O)O)cc23)c1=O. RXN SMILES: [CH3:27][C:28](=[O:29])[CH3:30].[Cl:1][c:2]1[cH:3][c:4]([F:25])[c:5](-[c:13]2[c:14](=[O:24])[n:15]([CH3:23])[c:16]([C:19]([F:20])([F:21])[F:22])[cH:17][cH:18]2)[c:6]2[cH:7][c:8]([CH:11]=[O:12])[o:9][c:10]12.[OH2:26]>>[Cl:1][c:2]1[cH:3][c:4]([F:25])[c:5](-[c:13]2[c:14](=[O:24])[n:15]([CH3:23])[c:16]([C:19]([F:20])([F:21])[F:22])[cH:17][cH:18]2)[c:6]2[cH:7][c:8]([C:11](=[O:12])[OH:26])[o:9][c:10]12. Reactants: IC1=NC=CN=C1 (2-iodopyrazine), C([O-])([O-])=O.[Cs+].[Cs+] (cesium carbonate), ClC1=CC=C(C=C1)N1C(=NC=2N(C=NC2C1=O)C=1C=C(C=CC1)NS(=O)(=O)C)C1=CC=C(C=C1)B1OC(C(O1)(C)C)(C)C (N-(3-{1-(4-chloro-phenyl)-6-oxo-2-[4-(4,4,5,5-tetramethyl-[1,3,2]dioxaborolan-2-yl)-phenyl]-1,6-dihydro-purin-9-yl}-phenyl)-methane sulfonamide). Reagents/catalysts: C1=CC=C(C=C1)P([C-]2C=CC=C2)C3=CC=CC=C3.C1=CC=C(C=C1)P([C-]2C=CC=C2)C3=CC=CC=C3.Cl[Pd]Cl.[Fe+2] (Pd(dppf)2Cl2). The solvent is CN(C=O)C (N,N-dimethylformamide). Run at time 18 hour. Yields the product ClC1=CC=C(C=C1)N1C(=NC=2N(C=NC2C1=O)C=1C=C(C=CC1)NS(=O)(=O)C)C1=CC=C(C=C1)C1=NC=CN=C1 (N-{3-[1-(4-chloro-phenyl)-6-oxo-2-(4-pyrazin-2-yl-phenyl)-1,6-dihydro-purin-9-yl]-phenyl}-methane sulfonamide). RXN SMILES: [Cl:1][C:2]1[CH:7]=[CH:6][C:5]([N:8]2[C:16](=[O:17])[C:15]3[N:14]=[CH:13][N:12]([C:18]4[CH:19]=[C:20]([NH:24][S:25]([CH3:28])(=[O:27])=[O:26])[CH:21]=[CH:22][CH:23]=4)[C:11]=3[N:10]=[C:9]2[C:29]2[CH:34]=[CH:33][C:32](B3OC(C)(C)C(C)(C)O3)=[CH:31][CH:30]=2)=[CH:4][CH:3]=1.I[C:45]1[CH:50]=[N:49][CH:48]=[CH:47][N:46]=1.C(=O)([O-])[O-].[Cs+].[Cs+]>CN(C)C=O.C1C=CC(P(C2C=CC=CC=2)[C-]2C=CC=C2)=CC=1.C1C=CC(P(C2C=CC=CC=2)[C-]2C=CC=C2)=CC=1.Cl[Pd]Cl.[Fe+2]>[Cl:1][C:2]1[CH:7]=[CH:6][C:5]([N:8]2[C:16](=[O:17])[C:15]3[N:14]=[CH:13][N:12]([C:18]4[CH:19]=[C:20]([NH:24][S:25]([CH3:28])(=[O:27])=[O:26])[CH:21]=[CH:22][CH:23]=4)[C:11]=3[N:10]=[C:9]2[C:29]2[CH:30]=[CH:31][C:32]([C:45]3[CH:50]=[N:49][CH:48]=[CH:47][N:46]=3)=[CH:33][CH:34]=2)=[CH:4][CH:3]=1 |f:2.3.4,6.7.8.9|. Procedure details: A solution of N-(3-{1-(4-chloro-phenyl)-6-oxo-2-[4-(4,4,5,5-tetramethyl-[1,3,2]dioxaborolan-2-yl)-phenyl]-1,6-dihydro-purin-9-yl}-phenyl)-methane sulfonamide (prepared as described in example 26, 0.5 g, 0.809 mmol) in N,N-dimethylformamide (20 mL) is degassed with argon for 0.5 h. Then 2-iodopyrazine (0.25 g, 1.21 mmol), cesium carbonate (0.527 g, 1.61 mmol), Pd(dppf)2Cl2 (0.059 g, 0.08 mmol) is added and the resulted mixture is degassed with argon for 0.5 h. The reaction mixture is stirred at r...